Dataset: the Open Reaction Database (ORD), a public repository of structured organic reaction records. Task: describe an organic reaction: reactants, conditions, products, and yield The reactants are C(=O)NC=1SC=C(N1)CC(=O)NC1[C@@H]2N(C(=C(CS2)COC(=O)N2CCN(CC2)C)C(=O)O)C1=O (7-[2-(2-formamidothiazol-4-yl)acetamido]-3-(4-methyl-1-piperazinyl)carbonyloxymethyl-3-cephem-4-carboxylic acid), C (charcoal), FC(C(=O)[O-])(F)F (trifluoroacetate), Cl (hydrochloric acid). Run in CO (methanol), O1CCCC1 (tetrahydrofuran). Product: Cl.Cl.NC=1SC=C(N1)CC(=O)NC1[C@@H]2N(C(=C(CS2)COC(=O)N2CCN(CC2)C)C(=O)O)C1=O (7-[2-(2-aminothiazol-4-yl)acetamido]-3-(4-methyl-1-piperazinyl)carbonyloxymethyl-3-cephem-4-carboxylic acid.dihydrochloride). Reaction SMILES: C([NH:3][C:4]1[S:5][CH:6]=[C:7]([CH2:9][C:10]([NH:12][CH:13]2[C:34](=[O:35])[N:15]3[C:16]([C:31]([OH:33])=[O:32])=[C:17]([CH2:20][O:21][C:22]([N:24]4[CH2:29][CH2:28][N:27]([CH3:30])[CH2:26][CH2:25]4)=[O:23])[CH2:18][S:19][C@H:14]23)=[O:11])[N:8]=1)=O.FC(F)(F)C([O-])=O.[ClH:43].C>CO.O1CCCC1>[ClH:43].[ClH:43].[NH2:3][C:4]1[S:5][CH:6]=[C:7]([CH2:9][C:10]([NH:12][CH:13]2[C:34](=[O:35])[N:15]3[C:16]([C:31]([OH:33])=[O:32])=[C:17]([CH2:20][O:21][C:22]([N:24]4[CH2:29][CH2:28][N:27]([CH3:30])[CH2:26][CH2:25]4)=[O:23])[CH2:18][S:19][C@H:14]23)=[O:11])[N:8]=1 |f:6.7.8|. Procedure details: A mixture of 7-[2-(2-formamidothiazol-4-yl)acetamido]-3-(4-methyl-1-piperazinyl)carbonyloxymethyl-3-cephem-4-carboxylic acid.trifluoroacetate (1.25 g) and conc.hydrochloric acid (0.6 ml) in methanol (12 ml) and tetrahydrofuran (12 ml) was stirred for 1 hour and 15 minutes at ambient temperature. The reaction mixture was treated with activated charcoal and filtered. The filtrate was evaporated and to the residue was added isopropyl alcohol followed by evaporation. The residue was pulverized in di... The reactants are COC(=O)C=1C=C(OCC(=O)O)C=CC1 ([3-(methoxycarbonyl)phenoxy]acetic acid), NC[C@H](CN1CCC(CC1)OC1=C(C(=C(C=C1)Cl)Cl)C)O ((2R)-1-amino-3-[4-(3,4-dichloro-2-methylphenoxy)piperidin-1-yl]propan-2-ol). Yields the product ClC=1C(=C(OC2CCN(CC2)C[C@@H](CNC(COC=2C=C(C(=O)OC)C=CC2)=O)O)C=CC1Cl)C (Methyl 3-[2-({(2R)-3-[4-(3,4-dichloro-2-methylphenoxy)piperidin-1-yl]-2-hydroxypropyl}amino)-2-oxoethoxy]benzoate). RXN SMILES: [CH3:1][O:2][C:3]([C:5]1[CH:6]=[C:7]([CH:13]=[CH:14][CH:15]=1)[O:8][CH2:9][C:10]([OH:12])=O)=[O:4].[NH2:16][CH2:17][C@@H:18]([OH:36])[CH2:19][N:20]1[CH2:25][CH2:24][CH:23]([O:26][C:27]2[CH:32]=[CH:31][C:30]([Cl:33])=[C:29]([Cl:34])[C:28]=2[CH3:35])[CH2:22][CH2:21]1>>[Cl:34][C:29]1[C:28]([CH3:35])=[C:27]([CH:32]=[CH:31][C:30]=1[Cl:33])[O:26][CH:23]1[CH2:22][CH2:21][N:20]([CH2:19][C@H:18]([OH:36])[CH2:17][NH:16][C:10](=[O:12])[CH2:9][O:8][C:7]2[CH:6]=[C:5]([CH:15]=[CH:14][CH:13]=2)[C:3]([O:2][CH3:1])=[O:4])[CH2:25][CH2:24]1. Reported procedure: Prepared as for Example 15, Step 2 using [3-(methoxycarbonyl)phenoxy]acetic acid [Asian Journal of Chemistry 1992, 4(4), 920-3] and (2R)-1-amino-3-[4-(3,4-dichloro-2-methylphenoxy)piperidin-1-yl]propan-2-ol to yield the subtitle compound as a pale yellow oil (0.11 g). Reactants: [OH-].[Na+] (sodium hydroxide), ClC1=C(CCl)C=CC(=C1)Cl (2,4-dichlorobenzyl chloride), [OH-].[Na+] (sodium hydroxide). Reagents/catalysts: [I-].C(CCC)[N+](CCCC)(CCCC)CCCC (tetrabutylammonium iodide). Solvent: C(C)(=O)O (acetic acid). Run at time 7 hour. Product: ClC1=C(CO)C=CC(=C1)Cl (2,4-dichlorobenzyl alcohol). Isolated yield 95.0%. RXN SMILES: [OH-:1].[Na+].[Cl:3][C:4]1[CH:11]=[C:10]([Cl:12])[CH:9]=[CH:8][C:5]=1[CH2:6]Cl>[I-].C([N+](CCCC)(CCCC)CCCC)CCC.C(O)(=O)C>[Cl:3][C:4]1[CH:11]=[C:10]([Cl:12])[CH:9]=[CH:8][C:5]=1[CH2:6][OH:1] |f:0.1,3.4|. Reported procedure: Aqueous sodium hydroxide (36 ml. of 70% w/v solution) was added slowly with stirring to glacial acetic acid (39 g). The solution was then heated to reflux and a mixture of 2,4-dichlorobenzyl chloride (100 g) and tetrabutylammonium iodide (1 g) added. The mixture was heated under reflux with stirring for 7 hours. The mixture was then treated with aqueous sodium hydroxide and worked up as described in Example 1 to give 2,4-dichlorobenzyl alcohol, having a purity of 98.5% in a yield of 95.0%. Reactants: Cc1ccc(NC(=O)c2ccc(CN3CCN(C)CC3)cc2)cc1Nc1nccc(-c2cccnc2)n1, CS(=O)(=O)O, CC(C)O, O. Yields the product Cc1ccc(NC(=O)c2ccc(CN3CCN(C)CC3)cc2)cc1Nc1nccc(-c2cccnc2)n1, CS(=O)(=O)O. RXN SMILES: [CH3:1][N:2]1[CH2:3][CH2:4][N:5]([CH2:8][c:9]2[cH:10][cH:11][c:12]([C:15](=[O:16])[NH:17][c:18]3[cH:19][cH:20][c:21]([CH3:22])[c:23]([NH:24][c:25]4[n:26][cH:27][cH:28][c:29](-[c:31]5[cH:32][cH:33][cH:34][n:35][cH:36]5)[n:30]4)[cH:37]3)[cH:13][cH:14]2)[CH2:6][CH2:7]1.[CH3:38][S:39]([OH:40])(=[O:41])=[O:42].[CH:43]([OH:44])([CH3:45])[CH3:46].[OH2:47]>>[CH3:1][N:2]1[CH2:3][CH2:4][N:5]([CH2:8][c:9]2[cH:10][cH:11][c:12]([C:15](=[O:16])[NH:17][c:18]3[cH:19][cH:20][c:21]([CH3:22])[c:23]([NH:24][c:25]4[n:26][cH:27][cH:28][c:29](-[c:31]5[cH:32][cH:33][cH:34][n:35][cH:36]5)[n:30]4)[cH:37]3)[cH:13][cH:14]2)[CH2:6][CH2:7]1.[CH3:38][S:39](=[O:40])(=[O:41])[OH:42]. Reactants: C(=O)(OC)CC=1NC2=CC=CC=C2C1C(=C)C=1C=NC=CC1 (1-[2-(Carbomethoxymethyl)-3-indolyl]-1-(3-pyridyl) ethene), [N+](=O)([O-])C1=CC=C(CBr)C=C1 (p-nitrobenzyl bromide), [K+].[Br-] (KBr), [Na] (sodium), C(C1=CN=CC=C1)(=O)OCC (ethyl nicotinate). Run in reagent, CC(=O)C (acetone), CO (MeOH). Conditions: time 22 hour. Product: [Br-].[N+](=O)([O-])C1=CC=C(C[N+]2=CC=3C(=C(C=4NC=5C=CC=CC5C4C3C)C(=O)OC)C=C2)C=C1 (2-(p-Nitrobenzyl)-5-carbomethoxy-11-methyl-6H-pyrido [4,3-b] carbazolium Bromide). Reaction SMILES: [C:1]([CH2:5][C:6]1[NH:7][C:8]2[C:13]([C:14]=1[C:15]([C:17]1[CH:18]=[N:19][CH:20]=[CH:21][CH:22]=1)=[CH2:16])=[CH:12][CH:11]=[CH:10][CH:9]=2)([O:3][CH3:4])=[O:2].[N+:23]([C:26]1[CH:33]=[CH:32][C:29]([CH2:30][Br:31])=[CH:28][CH:27]=1)([O-:25])=[O:24].[Na].C(OCC)(=O)C1C=CC=NC=1.[K+].[Br-]>CO.CC(C)=O>[Br-:31].[N+:23]([C:26]1[CH:33]=[CH:32][C:29]([CH2:30][N+:19]2[CH:20]=[CH:21][C:22]3=[C:5]([C:1]([O:3][CH3:4])=[O:2])[C:6]4[NH:7][C:8]5[CH:9]=[CH:10][CH:11]=[CH:12][C:13]=5[C:14]=4[C:15]([CH3:16])=[C:17]3[CH:18]=2)=[CH:28][CH:27]=1)([O-:25])=[O:24] |f:4.5,8.9,^1:33|. Procedure details: Three grams (0.01 mol) of the ester 16 and 12.0 g (0.05 mol) of p-nitrobenzyl bromide in 140 mL of reagent grade acetone was stirred for 24 h. The crystals of 19 were collected, washed with ether, and dried; wt 4.72 g (92%). To a solution of 150 mg of metallic sodium in 40 mL of dry MeOH there were added 2.67 g (5.25 mmol) of crude 19 and 4.52 g (18.4 mmol) of ethyl nicotinate methobromide. The solution was stirred for 22 hours at room temperature in a nitrogen atmosphere. The crystallize solid ...